From a dataset of the Open Reaction Database (ORD), a public repository of structured organic reaction records. describe an organic reaction: reactants, conditions, products, and yield Starting materials: CC1=CC(=NC(=C1)C)N1C(=CC=C1C)C (4,6-dimethyl-2-(2,5-dimethylpyrrol-1-yl)pyridine), BrCCC1=CC=CC=C1 ((2-bromoethyl)benzene). Yields the product CC1=CC(=NC(=C1)CCCC1=CC=CC=C1)N1C(=CC=C1C)C (4-methyl-2-(2,5-dimethylpyrrol-1-yl)-6-(3-phenylpropyl)pyridine). As a reaction SMILES: [CH3:1][C:2]1[CH:7]=[C:6]([CH3:8])[N:5]=[C:4]([N:9]2[C:13]([CH3:14])=[CH:12][CH:11]=[C:10]2[CH3:15])[CH:3]=1.Br[CH2:17][CH2:18][C:19]1[CH:24]=[CH:23][CH:22]=[CH:21][CH:20]=1>>[CH3:1][C:2]1[CH:7]=[C:6]([CH2:8][CH2:17][CH2:18][C:19]2[CH:24]=[CH:23][CH:22]=[CH:21][CH:20]=2)[N:5]=[C:4]([N:9]2[C:13]([CH3:14])=[CH:12][CH:11]=[C:10]2[CH3:15])[CH:3]=1. Reported procedure: By analogy to Example 53, Step B, the anion of 4,6-dimethyl-2-(2,5-dimethylpyrrol-1-yl)pyridine was alkylated with (2-bromoethyl)benzene to give 4-methyl-2-(2,5-dimethylpyrrol-1-yl)-6-(3-phenylpropyl)pyridine. Starting materials: CC(C)(C)OC(=O)N1CCC2(CC1)NC(=O)c1cc(Br)ccc1O2, C=CC(=O)OC, CC(=O)[O-], CC(=O)[O-], CN(C)C=O, [Pd+2], Cc1ccccc1P(c1ccccc1C)c1ccccc1C. Product: COC(=O)C=Cc1ccc2c(c1)C(=O)NC1(CCN(C(=O)OC(C)(C)C)CC1)O2. As a reaction SMILES: [C:1]([CH3:2])([CH3:3])([CH3:4])[O:5][C:6](=[O:7])[N:8]1[CH2:9][CH2:10][C:11]2([O:12][c:13]3[c:14]([cH:18][c:19]([Br:22])[cH:20][cH:21]3)[C:15](=[O:17])[NH:16]2)[CH2:23][CH2:24]1.[C:47]([CH:48]=[CH2:49])(=[O:50])[O:51][CH3:52].[O-:59][C:60]([CH3:61])=[O:62].[O-:63][C:64]([CH3:65])=[O:66].[O:53]=[CH:54][N:55]([CH3:56])[CH3:57].[Pd+2:58].[c:25]1([CH3:26])[cH:27][cH:28][cH:29][cH:30][c:31]1[P:32]([c:33]1[cH:34][cH:35][cH:36][cH:37][c:38]1[CH3:39])[c:40]1[cH:41][cH:42][cH:43][cH:44][c:45]1[CH3:46]>>[C:1]([CH3:2])([CH3:3])([CH3:4])[O:5][C:6](=[O:7])[N:8]1[CH2:9][CH2:10][C:11]2([O:12][c:13]3[c:14]([cH:18][c:19]([CH:49]=[CH:48][C:47](=[O:50])[O:51][CH3:52])[cH:20][cH:21]3)[C:15](=[O:17])[NH:16]2)[CH2:23][CH2:24]1. Starting materials: O (water), C(CCC=C)(=O)NNC(=O)N[C@@H](C(C)C)C(=O)OC (methyl N-[(2-pent-4-enoylhydrazino)carbonyl]-L-valinate), C(=O)(O)[O-].[Na+] (NaHCO3). As a reaction SMILES: [C:1]([NH:7][NH:8][C:9]([NH:11][C@H:12]([C:16]([O:18][CH3:19])=[O:17])[CH:13]([CH3:15])[CH3:14])=[O:10])(=O)[CH2:2][CH2:3][CH:4]=[CH2:5].O.C([O-])(O)=O.[Na+]>O=P(Cl)(Cl)Cl>[CH2:2]([C:1]1[O:10][C:9]([NH:11][C@H:12]([C:16]([O:18][CH3:19])=[O:17])[CH:13]([CH3:15])[CH3:14])=[N:8][N:7]=1)[CH2:3][CH:4]=[CH2:5] |f:2.3|. Conditions: temperature 0 celsius. The product is C(CC=C)C1=NN=C(O1)N[C@@H](C(C)C)C(=O)OC (methyl N-(5-but-3-en-1-yl-1,3,4-oxadiazol-2-yl)-L-valinate). Run in O=P(Cl)(Cl)Cl (POCl3). Reported procedure: Methyl N-[(2-pent-4-enoylhydrazino)carbonyl]-L-valinate (from Step 3) was heated at 80° C. for 2 h in POCl3 (0.1 M solution). The mixture was cooled at 0° C. and water was carefully added. Solid NaHCO3 was added until the mixture reached pH 7, then the mixture was extracted with EtOAc and the organic layer dried over Na2SO4 to obtain a pale yellow oil. 1H NMR (400 MHz, DMSO-d6) δ: 8.42 (d, J 15.7, 1H), 5.88-5.78 (m, 1H), 5.08 (d, J 17.2, 1H), 5.01 (d, J 10.3, 1H), 4.04 (dd, J 7.1, 14.2, 1H), 3.6... Starting materials: NC1CN2CCC1CC2 (3-aminoquinuclidine), BrC=1C(=CC(=C(C(=O)Cl)C1)OC)OC (5-bromo-2,4-dimethoxybenzoyl chloride). Run in O1CCCC1 (tetrahydrofuran), O1CCCC1 (tetrahydrofuran). Run at time 65 hour. Product: Cl.N12CC(C(CC1)CC2)NC(C2=C(C=C(C(=C2)Br)OC)OC)=O (N-(1-Azabicyclo[2.2.2]oct-3-yl)-5-bromo-2,4-dimethoxybenzamide Monohydrochloride). Reaction SMILES: [NH2:1][CH:2]1[CH:7]2[CH2:8][CH2:9][N:4]([CH2:5][CH2:6]2)[CH2:3]1.[Br:10][C:11]1[C:12]([O:22][CH3:23])=[CH:13][C:14]([O:20][CH3:21])=[C:15]([CH:19]=1)[C:16]([Cl:18])=[O:17]>O1CCCC1>[ClH:18].[N:4]12[CH2:9][CH2:8][CH:7]([CH2:6][CH2:5]1)[CH:2]([NH:1][C:16](=[O:17])[C:15]1[CH:19]=[C:11]([Br:10])[C:12]([O:22][CH3:23])=[CH:13][C:14]=1[O:20][CH3:21])[CH2:3]2 |f:3.4|. Procedure: A solution of 3-aminoquinuclidine (1.12 g, 0.0089 mole) in 20 ml tetrahydrofuran was added dropwise to a stirred solution of 5-bromo-2,4-dimethoxybenzoyl chloride (2.50 g, 0.0089 mole) in 100 ml tetrahydrofuran. The mixture was stirred at ambient temperature for 65 hr, and the solid was collected by filtration to yield 2.77 g. Recrystallization from methanol-isopropyl ether gave 1.45 g (40.2%), m.p. 240°-243° C. The reactants are CC(C)(C)OC(=O)N1CCCC1=O, O=C(Cl)c1ccccc1, C1CCOC1, C[Si](C)(C)[N-][Si](C)(C)C, [Li+]. The product is CC(C)(C)OC(=O)N1CCC(C(=O)c2ccccc2)C1=O. Reaction SMILES: [C:1]([CH3:2])([CH3:3])([CH3:4])[O:5][C:6](=[O:7])[N:8]1[C:9](=[O:13])[CH2:10][CH2:11][CH2:12]1.[C:24]([c:25]1[cH:26][cH:27][cH:28][cH:29][cH:30]1)(=[O:31])[Cl:32].[CH2:33]1[O:34][CH2:35][CH2:36][CH2:37]1.[CH3:15][Si:16]([N-:17][Si:18]([CH3:19])([CH3:20])[CH3:21])([CH3:22])[CH3:23].[Li+:14]>>[C:1]([CH3:2])([CH3:3])([CH3:4])[O:5][C:6](=[O:7])[N:8]1[C:9](=[O:13])[CH:10]([C:24]([c:25]2[cH:26][cH:27][cH:28][cH:29][cH:30]2)=[O:31])[CH2:11][CH2:12]1. Starting materials: [Na+].[I-] (NaI), NC1=C(C=C(C=C1)[N+](=O)[O-])C(F)(F)F (2-amino-5-nitrobenzotrifluoride), OS(=O)(=O)O (H2SO4), N(=O)[O-].[Na+] (NaNO2). The solvent is O (H2O), O (H2O). Product: IC1=C(C=C(C=C1)[N+](=O)[O-])C(F)(F)F (4-Iodo-3-trifluoromethyl-nitrobenzene). The yield is 94.6%. As a reaction SMILES: N[C:2]1[CH:7]=[CH:6][C:5]([N+:8]([O-:10])=[O:9])=[CH:4][C:3]=1[C:11]([F:14])([F:13])[F:12].OS(O)(=O)=O.N([O-])=O.[Na+].[Na+].[I-:25]>O>[I:25][C:2]1[CH:7]=[CH:6][C:5]([N+:8]([O-:10])=[O:9])=[CH:4][C:3]=1[C:11]([F:14])([F:13])[F:12] |f:2.3,4.5|. Reported procedure: To a mixture of 3.1 g (15.0 mmol) of 2-amino-5-nitrobenzotrifluoride in 60 mL of 40% (v/v) H2SO4 stirred in an ice-bath was added dropwise a solution of 2.1 g (30.4 mmol) of NaNO2 in 10 mL of H2O. The resulting yellow solution was stirred in an ice-bath for 1 h and it was added dropwise into a well stirred solution of 10 g of NaI in 250 mL of H2O cooled in an ice bath. Gas releasing and precipitate was observed. The mixture was stirred overnight at 25° C., filtered and washed by water, and dried... The reactants are CCOCC12Cc3cnn(-c4ccc(F)cc4)c3C=C1CCN(C(=O)OC(C)(C)C)C2, O=S(=O)(Cl)c1cccnc1. Yields the product CCOCC12Cc3cnn(-c4ccc(F)cc4)c3C=C1CCN(S(=O)(=O)c1cccnc1)C2. As a reaction SMILES: [C:1]([O:2][C:3](=[O:4])[N:8]1[CH2:9][C:10]2([CH2:28][O:29][CH2:30][CH3:31])[CH2:11][c:12]3[c:13]([n:18](-[c:21]4[cH:22][cH:23][c:24]([F:27])[cH:25][cH:26]4)[n:19][cH:20]3)[CH:14]=[C:15]2[CH2:16][CH2:17]1)([CH3:5])([CH3:6])[CH3:7].[n:32]1[cH:33][c:34]([S:38](=[O:39])(=[O:40])[Cl:41])[cH:35][cH:36][cH:37]1>>[N:8]1([S:38]([c:34]2[cH:33][n:32][cH:37][cH:36][cH:35]2)(=[O:39])=[O:40])[CH2:9][C:10]2([CH2:28][O:29][CH2:30][CH3:31])[CH2:11][c:12]3[c:13]([n:18](-[c:21]4[cH:22][cH:23][c:24]([F:27])[cH:25][cH:26]4)[n:19][cH:20]3)[CH:14]=[C:15]2[CH2:16][CH2:17]1.